Dataset: the Open Reaction Database (ORD), a public repository of structured organic reaction records. Task: describe an organic reaction: reactants, conditions, products, and yield The reactants are C(C)(C)(C)OC(N[C@@H](CS)C1=NC(=NO1)C)=O ((R)-2-mercapto-1-(3-methyl-1,2,4-oxadiazol-5-yl)-ethylcarbamic acid tert-butyl ester), C(C)[SiH](CC)CC (triethylsilane), C(C=C)OC(C1=C(C(=CC(=C1C)OC)O[Si](C(C(C)C)(C)C)(C)C)C=O)=O (2-formyl-5-methoxy-6-methyl-3-[dimethyl-(1,1,2-trimethyl-propyl)-silanyloxy]-benzoic acid allyl ester). The solvent is ClCCl (dichloromethane), trifiuoroacetie acid. Conditions: time 18 hour. Yields the product C(C=C)OC(C1=C(C(=CC(=C1C)OC)O[Si](C(C(C)C)(C)C)(C)C)CSC[C@@H](C1=NC(=NO1)C)N)=O ((R)-2-[2-amino-2-(3-methyl-1,2,4-oxadiazol-5-yl)-ethylsulfanyl-methyl]-3-[dimethyl-(1,1,2-trimethyl-propyl)-silanyloxy]-5-methoxy-6-methylbenzoic acid allyl ester). The yield is 74.9%. Reaction SMILES: [CH2:1]([O:4][C:5](=[O:27])[C:6]1[C:11]([CH3:12])=[C:10]([O:13][CH3:14])[CH:9]=[C:8]([O:15][Si:16]([CH3:24])([CH3:23])[C:17]([CH3:22])([CH3:21])[CH:18]([CH3:20])[CH3:19])[C:7]=1[CH:25]=O)[CH:2]=[CH2:3].C(OC(=O)[NH:34][C@H:35]([C:38]1[O:42][N:41]=[C:40]([CH3:43])[N:39]=1)[CH2:36][SH:37])(C)(C)C.C([SiH](CC)CC)C>ClCCl>[CH2:1]([O:4][C:5](=[O:27])[C:6]1[C:11]([CH3:12])=[C:10]([O:13][CH3:14])[CH:9]=[C:8]([O:15][Si:16]([CH3:23])([CH3:24])[C:17]([CH3:21])([CH3:22])[CH:18]([CH3:20])[CH3:19])[C:7]=1[CH2:25][S:37][CH2:36][C@H:35]([NH2:34])[C:38]1[O:42][N:41]=[C:40]([CH3:43])[N:39]=1)[CH:2]=[CH2:3]. Procedure details: To a solution of 13.8 g of 2-formyl-5-methoxy-6-methyl-3-[dimethyl-(1,1,2-trimethyl-propyl)-silanyloxy]-benzoic acid allyl ester in 38 ml of trifiuoroacetie acid, cooled to 0° C., were added within 15 min a solution of 13.7 g of (R)-2-mercapto-1-(3-methyl-1,2,4-oxadiazol-5-yl)-ethylcarbamic acid tert-butyl ester and 6.2 g of triethylsilane in 38 ml of dichloromethane. The solution was kept at 0° C. for 18 h and then evaporated in vacuo. The residue was taken up in ethyl acetate and the solution ... The reactants are ClCCl, CC(C)(C)OC(=O)NC(c1nc(-c2cc(F)ccc2F)nn1Cc1cccc(F)c1)C(C)(C)C, O=C(O)C(F)(F)F. Product: CC(C)(C)C(N)c1nc(-c2cc(F)ccc2F)nn1Cc1cccc(F)c1. As a reaction SMILES: [Cl:42][CH2:43][Cl:44].[F:1][c:2]1[c:3](-[c:9]2[n:10][n:11]([CH2:27][c:28]3[cH:29][c:30]([F:34])[cH:31][cH:32][cH:33]3)[c:12]([CH:14]([C:15]([CH3:16])([CH3:17])[CH3:18])[NH:19][C:20](=[O:21])[O:22][C:23]([CH3:24])([CH3:25])[CH3:26])[n:13]2)[cH:4][c:5]([F:8])[cH:6][cH:7]1.[F:35][C:36]([F:37])([F:38])[C:39]([OH:40])=[O:41]>>[F:1][c:2]1[c:3](-[c:9]2[n:10][n:11]([CH2:27][c:28]3[cH:29][c:30]([F:34])[cH:31][cH:32][cH:33]3)[c:12]([CH:14]([C:15]([CH3:16])([CH3:17])[CH3:18])[NH2:19])[n:13]2)[cH:4][c:5]([F:8])[cH:6][cH:7]1. The reactants are [OH-].[Na+] (NaOH), NCCCS(=O)(=O)O (3-amino-1-propanesulfonic acid), [OH-].[Na+] (NaOH), Cl (HCl), C1(=CC=CC=C1)C(C1=CC=CC=C1)N=C=O (diphenylmethyl isocyanate). RXN SMILES: [NH2:1][CH2:2][CH2:3][CH2:4][S:5]([OH:8])(=[O:7])=[O:6].[OH-].[Na+].[C:11]1([CH:17]([N:24]=[C:25]=[O:26])[C:18]2[CH:23]=[CH:22][CH:21]=[CH:20][CH:19]=2)[CH:16]=[CH:15][CH:14]=[CH:13][CH:12]=1.Cl>>[CH:17]([NH:24][C:25]([NH:1][CH2:2][CH2:3][CH2:4][S:5]([OH:8])(=[O:7])=[O:6])=[O:26])([C:18]1[CH:19]=[CH:20][CH:21]=[CH:22][CH:23]=1)[C:11]1[CH:16]=[CH:15][CH:14]=[CH:13][CH:12]=1 |f:1.2|. Conditions: temperature 0 celsius, time 8 hour. Procedure: The 3-amino-1-propanesulfonic acid (1.0 g, 7.2 mmol) was dissolved in 3N NaOH (370 mg, 9.4 mmol in 3 mL of water). After the solution was cooled to 0° C., diphenylmethyl isocyanate (1.4 mL, 7.2 mmol) was added. The reaction mixture was allowed to warm up to room temperature, stirred for 8 h (r.t.), and followed by addition of 3N NaOH (3 mL). The reaction mixture was stirred for 18 h. The pH of the reaction mixture was brought to 3 with 5N HCl. The solvent was evaporated under reduced pressure. E... The product is C(C1=CC=CC=C1)(C1=CC=CC=C1)NC(=O)NCCCS(=O)(=O)O (3-(N-benzhydrylcarbamyl)amino-1-propanesulfonic acid). The reactants are CC(=O)CC(C)C, ClCCCCn1cnc2ccccc21, [I-], [K+], O=c1[nH]c2ccccc2n1C1CCNCC1, [Na+], [Na+], O=C([O-])[O-], O. Product: O=c1[nH]c2ccccc2n1C1CCN(CCCCn2cnc3ccccc32)CC1. Reaction SMILES: [CH3:40][CH:41]([CH3:42])[CH2:43][C:44](=[O:45])[CH3:46].[Cl:1][CH2:2][CH2:3][CH2:4][CH2:5][n:6]1[cH:7][n:8][c:9]2[c:10]1[cH:11][cH:12][cH:13][cH:14]2.[I-:38].[K+:37].[NH:15]1[CH2:16][CH2:17][CH:18]([n:21]2[c:22](=[O:30])[nH:23][c:24]3[c:25]2[cH:26][cH:27][cH:28][cH:29]3)[CH2:19][CH2:20]1.[Na+:31].[Na+:32].[O-:33][C:34](=[O:35])[O-:36].[OH2:39]>>[CH2:2]([CH2:3][CH2:4][CH2:5][n:6]1[cH:7][n:8][c:9]2[c:10]1[cH:11][cH:12][cH:13][cH:14]2)[N:15]1[CH2:16][CH2:17][CH:18]([n:21]2[c:22](=[O:30])[nH:23][c:24]3[c:25]2[cH:26][cH:27][cH:28][cH:29]3)[CH2:19][CH2:20]1. Reactants: ClC1=NC(=CC=C1C=CC(=O)NCC1=CC(=C(C=C1)NS(=O)(=O)C)F)C(F)(F)F (3-(2-Chloro-6-trifluoromethyl-pyridin-3-yl)-N-(3-fluoro-4-methanesulfonylamino-benzyl)-acrylamide), OC=1C=NC=CC1 (3-hydroxypyridine), C([O-])([O-])=O.[K+].[K+] (potassium carbonate). Run in CN(C)C=O (DMF). Conditions: time 8 hour. Yields the product FC=1C=C(CNC(C=CC=2C(=NC(=CC2)C(F)(F)F)OC=2C=NC=CC2)=O)C=CC1NS(=O)(=O)C (N-(3-Fluoro-4-methanesulfonylamino-benzyl)-3-[2-(pyridin-3-yloxy)-6-trifluoromethyl-pyridin-3-yl]-acrylamide). Isolated yield 81.9%. Reaction SMILES: Cl[C:2]1[C:7]([CH:8]=[CH:9][C:10]([NH:12][CH2:13][C:14]2[CH:19]=[CH:18][C:17]([NH:20][S:21]([CH3:24])(=[O:23])=[O:22])=[C:16]([F:25])[CH:15]=2)=[O:11])=[CH:6][CH:5]=[C:4]([C:26]([F:29])([F:28])[F:27])[N:3]=1.[OH:30][C:31]1[CH:32]=[N:33][CH:34]=[CH:35][CH:36]=1.C(=O)([O-])[O-].[K+].[K+]>CN(C=O)C>[F:25][C:16]1[CH:15]=[C:14]([CH:19]=[CH:18][C:17]=1[NH:20][S:21]([CH3:24])(=[O:23])=[O:22])[CH2:13][NH:12][C:10](=[O:11])[CH:9]=[CH:8][C:7]1[C:2]([O:30][C:31]2[CH:32]=[N:33][CH:34]=[CH:35][CH:36]=2)=[N:3][C:4]([C:26]([F:29])([F:28])[F:27])=[CH:5][CH:6]=1 |f:2.3.4|. Procedure: 3-(2-Chloro-6-trifluoromethyl-pyridin-3-yl)-N-(3-fluoro-4-methanesulfonylamino-benzyl)-acrylamide (48 mg, 0.11 mmol), 3-hydroxypyridine (97 mg) and potassium carbonate (421 mg) were added in 40 ml DMF. The reaction mixture was stirred overnight. The reaction mixture was extracted with ethyl acetate (30 ml×2) and water (30 ml). A combined organic layer was washed with H2O (30 ml×4) and brine (40 ml), dried with MgSO4, and then concentrated in vacuo. The residue was purified with column chromatogr... The reactants are C(CC)C1=NC2=C(N1CC1=CC=C(C=C1)C=1C(=CC=CC1)C(=O)OC(C)(C)C)C=C(C=C2C)C=2N=CN(C2)CCC2=CC=CC=C2 (tert.butyl 4'-[(2-n-propyl-4-methyl-6-(1-(2-phenylethyl)-imidazol-4-yl)-benzimidazol-1-yl)-methyl]-biphenyl-2-carboxylate), FC(C(=O)O)(F)F (trifluoroacetic acid). The solvent is C(Cl)Cl (methylene chloride). Yields the product C(CC)C1=NC2=C(N1CC1=CC=C(C=C1)C=1C(=CC=CC1)C(=O)O)C=C(C=C2C)C=2N=CN(C2)CCC2=CC=CC=C2 (4'-[(2-n-Propyl-4-methyl-6-(1-(2-phenylethyl)-imidazol-4-yl)-benzimidazol-1-yl)-methyl]-biphenyl-2-carboxylic acid). Reaction SMILES: [CH2:1]([C:4]1[N:8]([CH2:9][C:10]2[CH:15]=[CH:14][C:13]([C:16]3[C:17]([C:22]([O:24]C(C)(C)C)=[O:23])=[CH:18][CH:19]=[CH:20][CH:21]=3)=[CH:12][CH:11]=2)[C:7]2[CH:29]=[C:30]([C:34]3[N:35]=[CH:36][N:37]([CH2:39][CH2:40][C:41]4[CH:46]=[CH:45][CH:44]=[CH:43][CH:42]=4)[CH:38]=3)[CH:31]=[C:32]([CH3:33])[C:6]=2[N:5]=1)[CH2:2][CH3:3].FC(F)(F)C(O)=O>C(Cl)Cl>[CH2:1]([C:4]1[N:8]([CH2:9][C:10]2[CH:15]=[CH:14][C:13]([C:16]3[C:17]([C:22]([OH:24])=[O:23])=[CH:18][CH:19]=[CH:20][CH:21]=3)=[CH:12][CH:11]=2)[C:7]2[CH:29]=[C:30]([C:34]3[N:35]=[CH:36][N:37]([CH2:39][CH2:40][C:41]4[CH:42]=[CH:43][CH:44]=[CH:45][CH:46]=4)[CH:38]=3)[CH:31]=[C:32]([CH3:33])[C:6]=2[N:5]=1)[CH2:2][CH3:3]. Procedure: Prepared analogously to Example 88 from tert.butyl 4'-[(2-n-propyl-4-methyl-6-(1-(2-phenylethyl)-imidazol-4-yl)-benzimidazol-1-yl)-methyl]-biphenyl-2-carboxylate and trifluoroacetic acid in methylene chloride.